The task is: describe an organic reaction: reactants, conditions, products, and yield. This data is from the Open Reaction Database (ORD), a public repository of structured organic reaction records. Reactants: CC1=CCCCC1 (1-methyl-1-cyclohexene), C1=CC=CC=C1 (benzene), C1=CC=CC=C1 (benzene), S(O)(O)(=O)=O (sulfuric acid). Reaction conditions: temperature 0 celsius, time 1.5 hour. Yields the product CC1(CCCCC1)C1=CC=CC=C1 (1-methylcyclohexylbenzene). Yield: 36.5%. Reaction SMILES: [CH3:1][C:2]1[CH2:7][CH2:6][CH2:5][CH2:4][CH:3]=1.[CH:8]1[CH:13]=[CH:12][CH:11]=[CH:10][CH:9]=1.S(=O)(=O)(O)O>>[CH3:1][C:2]1([C:8]2[CH:13]=[CH:12][CH:11]=[CH:10][CH:9]=2)[CH2:7][CH2:6][CH2:5][CH2:4][CH2:3]1. Reported procedure: A mixed solution of 75.0 ml (632 mmol) of 1-methyl-1-cyclohexene and 56.4 ml (632 mmol) of benzene was added at 0° C. dropwise to 225.6 ml (2.53 mol) benzene solution of 231 g (2.36 mol) of sulfuric acid spending 1.5 hours, followed by stirring at 0° C. for 1.5 hours. The reaction solution was quenched by adding 300 ml of water, and the water layer was separated. The thus obtained organic layer was washed with 100 ml of saturated sodium hydrogen carbonate aqueous solution, 100 ml of water and 10...